Dataset: the Open Reaction Database (ORD), a public repository of structured organic reaction records. Task: describe an organic reaction: reactants, conditions, products, and yield Starting materials: OB(O)c1cc2cc(Cc3ccccc3)ccc2o1, C1CCOC1, CSc1ncc(C=O)cn1, c1coc(P(c2ccco2)c2ccco2)c1. The product is O=Cc1cnc(-c2cc3cc(Cc4ccccc4)ccc3o2)nc1. As a reaction SMILES: [CH2:17]([c:18]1[cH:19][cH:20][cH:21][cH:22][cH:23]1)[c:24]1[cH:25][cH:26][c:27]2[c:28]([cH:29][c:30]([B:32]([OH:33])[OH:34])[o:31]2)[cH:35]1.[CH2:46]1[O:47][CH2:48][CH2:49][CH2:50]1.[CH3:36][S:37][c:38]1[n:39][cH:40][c:41]([CH:44]=[O:45])[cH:42][n:43]1.[o:1]1[cH:2][cH:3][cH:4][c:5]1[P:6]([c:7]1[o:8][cH:9][cH:10][cH:11]1)[c:12]1[o:13][cH:14][cH:15][cH:16]1>>[CH2:17]([c:18]1[cH:19][cH:20][cH:21][cH:22][cH:23]1)[c:24]1[cH:25][cH:26][c:27]2[c:28]([cH:29][c:30](-[c:38]3[n:39][cH:40][c:41]([CH:44]=[O:45])[cH:42][n:43]3)[o:31]2)[cH:35]1. Reactants: O[C@H]1C(N(C2=C(S[C@H]1C1=CC=C(C=C1)OC)C1=CC=CC=C1C=C2)CCN(C)C)=O ((±)-cis-2,3-dihydro-3-hydroxy-2-(4-methoxyphenyl)-5-[2-(dimethylamino)ethyl]naphtho[1,2-b][1,4]thiazepin-4(5H)-one), COC=1C=C(C(=O)Cl)C=C(C1OC)OC (3,4,5-trimethoxybenzoyl chloride). Solvent: CC(=O)C.C(Cl)Cl (acetone methylene chloride), N1=CC=CC=C1 (pyridine). Run at time 17 hour. Product: COC1=CC=C(C=C1)[C@H]1[C@H](C(N(C2=C(S1)C1=CC=CC=C1C=C2)CCN(C)C)=O)OC(C2=CC(=C(C(=C2)OC)OC)OC)=O ((±)-cis-2,3-dihydro-2-(4-methoxyphenyl)-3 -[(3,4,5-trimethoxybenzoyl)oxy]-5-[2-(dimethylamino)ethyl]naphtho[1,2-b][1,4]thiazepin-4(5H)-one). Yield: 55.6%. Reaction SMILES: [OH:1][C@@H:2]1[C@H:8]([C:9]2[CH:14]=[CH:13][C:12]([O:15][CH3:16])=[CH:11][CH:10]=2)[S:7][C:6]2[C:17]3[C:22]([CH:23]=[CH:24][C:5]=2[N:4]([CH2:25][CH2:26][N:27]([CH3:29])[CH3:28])[C:3]1=[O:30])=[CH:21][CH:20]=[CH:19][CH:18]=3.[CH3:31][O:32][C:33]1[CH:34]=[C:35]([CH:39]=[C:40]([O:44][CH3:45])[C:41]=1[O:42][CH3:43])[C:36](Cl)=[O:37]>N1C=CC=CC=1.CC(C)=O.C(Cl)Cl>[CH3:16][O:15][C:12]1[CH:11]=[CH:10][C:9]([C@@H:8]2[S:7][C:6]3[C:17]4[C:22]([CH:23]=[CH:24][C:5]=3[N:4]([CH2:25][CH2:26][N:27]([CH3:29])[CH3:28])[C:3](=[O:30])[C@@H:2]2[O:1][C:36](=[O:37])[C:35]2[CH:34]=[C:33]([O:32][CH3:31])[C:41]([O:42][CH3:43])=[C:40]([O:44][CH3:45])[CH:39]=2)=[CH:21][CH:20]=[CH:19][CH:18]=4)=[CH:14][CH:13]=1 |f:3.4|. Procedure details: To a solution of 1.50 g (0.0035 mol) of (±)-cis-2,3-dihydro-3-hydroxy-2-(4-methoxyphenyl)-5-[2-(dimethylamino)ethyl]naphtho[1,2-b][1,4]thiazepin-4(5H)-one, in 20 ml of dry pyridine was added dropwise 1.4 g (0.0059 mol) of 3,4,5-trimethoxybenzoyl chloride at ice-bath temperature. The mixture was stirred at this temperature for 17 hours and concentrated to dryness. The residue was partitioned between methylene chloride and dilute ammonium hydroxide. The methylene chloride extracts were washed with... Reactants: C1CCOC1, C[Si](C)(C)[N-][Si](C)(C)C, CCC(COCC1CC1)N1C(=O)CCC(c2cccc(Cl)c2)C1c1ccc(Cl)cc1, CI, [Li+]. Yields the product CCC(COCC1CC1)N1C(=O)C(C)CC(c2cccc(Cl)c2)C1c1ccc(Cl)cc1. As a reaction SMILES: [CH2:43]1[O:44][CH2:45][CH2:46][CH2:47]1.[CH3:33][Si:34]([N-:35][Si:36]([CH3:37])([CH3:38])[CH3:39])([CH3:40])[CH3:41].[Cl:1][c:2]1[cH:3][c:4]([CH:8]2[CH2:9][CH2:10][C:11](=[O:30])[N:12]([CH:21]([CH2:22][O:23][CH2:24][CH:25]3[CH2:26][CH2:27]3)[CH2:28][CH3:29])[CH:13]2[c:14]2[cH:15][cH:16][c:17]([Cl:20])[cH:18][cH:19]2)[cH:5][cH:6][cH:7]1.[I:31][CH3:32].[Li+:42]>>[Cl:1][c:2]1[cH:3][c:4]([CH:8]2[CH2:9][CH:10]([CH3:33])[C:11](=[O:30])[N:12]([CH:21]([CH2:22][O:23][CH2:24][CH:25]3[CH2:26][CH2:27]3)[CH2:28][CH3:29])[CH:13]2[c:14]2[cH:15][cH:16][c:17]([Cl:20])[cH:18][cH:19]2)[cH:5][cH:6][cH:7]1.